The task is: describe an organic reaction: reactants, conditions, products, and yield. This data is from the Open Reaction Database (ORD), a public repository of structured organic reaction records. The reactants are ClCCC=C(C1=CC=CC=C1)C1=CC=CC=C1 (4-chloro-1,1-diphenyl-1-butene). The reagents and catalysts are [Pd] (Pd/C). The solvent is CCOC(=O)C (EtOAc). Run at temperature 20 celsius, time 15 hour. The product is ClCCCC(C1=CC=CC=C1)C1=CC=CC=C1 (4-Chloro-1,1-diphenylbutane). Isolated yield 100.1%. Reaction SMILES: [Cl:1][CH2:2][CH2:3][CH:4]=[C:5]([C:12]1[CH:17]=[CH:16][CH:15]=[CH:14][CH:13]=1)[C:6]1[CH:11]=[CH:10][CH:9]=[CH:8][CH:7]=1>CCOC(C)=O.[Pd]>[Cl:1][CH2:2][CH2:3][CH2:4][CH:5]([C:6]1[CH:11]=[CH:10][CH:9]=[CH:8][CH:7]=1)[C:12]1[CH:13]=[CH:14][CH:15]=[CH:16][CH:17]=1. Reported procedure: To a solution of 4-chloro-1,1-diphenyl-1-butene (200 mg, 0.82 mmol) in EtOAc (8.0 mL) was added Pd/C (10%, 50 mg). The reaction mixture was stirred under H2 atmosphere for 15 h at 20° C. The reaction mixture was filtered through celite and the filterate was concentrated to give the analytically pure 4-Chloro-1,1-diphenylbutane (201 mg, 99%) as a colorless oil. 1H NMR (CDCl3, 300 MHz) δ1.70-1.81 (m, 2H), 2.16-2.25 (m, 2H), 3.54 (t, 2H, J=6.5 Hz), 3.91 (t, 1H, J=7.8 Hz), 7.15-7.31 (m, 10H) ppm. The reactants are O=C(OO)c1cccc(Cl)c1, ClCCl, COc1ccc(-n2nc(C(F)F)cc2-c2ccc(SC)cc2)cc1. The product is COc1ccc(-n2nc(C(F)F)cc2-c2ccc(S(C)=O)cc2)cc1. Reaction SMILES: [Cl:25][c:26]1[cH:27][cH:28][cH:29][c:30]([C:31]([O:32][OH:34])=[O:33])[cH:35]1.[Cl:36][CH2:37][Cl:38].[F:1][CH:2]([c:3]1[n:4][n:5](-[c:16]2[cH:17][cH:18][c:19]([O:22][CH3:23])[cH:20][cH:21]2)[c:6](-[c:8]2[cH:9][cH:10][c:11]([S:14][CH3:15])[cH:12][cH:13]2)[cH:7]1)[F:24]>>[F:1][CH:2]([c:3]1[n:4][n:5](-[c:16]2[cH:17][cH:18][c:19]([O:22][CH3:23])[cH:20][cH:21]2)[c:6](-[c:8]2[cH:9][cH:10][c:11]([S:14]([CH3:15])=[O:33])[cH:12][cH:13]2)[cH:7]1)[F:24]. Reactants: CO, [K+], [OH-], COC(=O)CCC(C)C1CCC2C3C(=O)C(F)C4CC(O)CCC4(C)C3CCC12C. The product is CC(CCC(=O)O)C1CCC2C3C(=O)C(F)C4CC(O)CCC4(C)C3CCC12C. Reaction SMILES: [CH3:33][OH:34].[K+:32].[OH-:31].[OH:1][CH:2]1[CH2:3][CH:4]2[CH:5]([F:30])[C:6](=[O:29])[CH:7]3[CH:8]4[CH2:9][CH2:10][CH:11]([CH:12]([CH2:13][CH2:14][C:15](=[O:16])[O:17][CH3:18])[CH3:19])[C:20]4([CH3:28])[CH2:21][CH2:22][CH:23]3[C:24]2([CH3:27])[CH2:25][CH2:26]1>>[OH:1][CH:2]1[CH2:3][CH:4]2[CH:5]([F:30])[C:6](=[O:29])[CH:7]3[CH:8]4[CH2:9][CH2:10][CH:11]([CH:12]([CH2:13][CH2:14][C:15](=[O:16])[OH:17])[CH3:19])[C:20]4([CH3:28])[CH2:21][CH2:22][CH:23]3[C:24]2([CH3:27])[CH2:25][CH2:26]1. Product: CC1CN(Cc2ccc(F)cc2)CCN1C(=O)COc1ccc(Cl)cc1N. Reaction SMILES: [CH3:30][CH2:31][OH:32].[Cl:1][c:2]1[cH:3][c:4]([N+:27]([O-:28])=[O:29])[c:5]([O:6][CH2:7][C:8](=[O:9])[N:10]2[CH:11]([CH3:24])[CH2:12][N:13]([CH2:16][c:17]3[cH:18][cH:19][c:20]([F:23])[cH:21][cH:22]3)[CH2:14][CH2:15]2)[cH:25][cH:26]1.[Pt:33](=[O:34])=[O:35]>>[Cl:1][c:2]1[cH:3][c:4]([NH2:27])[c:5]([O:6][CH2:7][C:8](=[O:9])[N:10]2[CH:11]([CH3:24])[CH2:12][N:13]([CH2:16][c:17]3[cH:18][cH:19][c:20]([F:23])[cH:21][cH:22]3)[CH2:14][CH2:15]2)[cH:25][cH:26]1. Starting materials: CCO, CC1CN(Cc2ccc(F)cc2)CCN1C(=O)COc1ccc(Cl)cc1[N+](=O)[O-], O=[Pt]=O. Reactants: C(C)(C)C=1N=C(SC1)C(=O)NC1=C(C=CC(=C1Cl)OC)C(C)=O (2′-[[(4-isopropylthiazole-2-yl)(oxo)methyl]amino]-3′-chloro-4′-methoxyacetophenone), OC1=CC(=NC2=C(C(=CC=C12)OC)C)C=1SC=C(N1)C(C)C (4-hydroxy-2-(4-isopropylthiazole-2-yl)-7-methoxy-8-methylquinoline). The product is ClC=1C(=CC=C2C(=CC(=NC12)C=1SC=C(N1)C(C)C)O)OC (8-chloro-4-hydroxy-2-(4-isopropylthiazole-2-yl)-7-methoxy-quinoline). RXN SMILES: [CH:1]([C:4]1[N:5]=[C:6]([C:9]([NH:11][C:12]2[C:17]([Cl:18])=[C:16]([O:19][CH3:20])[CH:15]=[CH:14][C:13]=2[C:21](=[O:23])[CH3:22])=O)[S:7][CH:8]=1)([CH3:3])[CH3:2].OC1C2C(=C(C)C(OC)=CC=2)N=C(C2SC=C(C(C)C)N=2)C=1>>[Cl:18][C:17]1[C:16]([O:19][CH3:20])=[CH:15][CH:14]=[C:13]2[C:12]=1[N:11]=[C:9]([C:6]1[S:7][CH:8]=[C:4]([CH:1]([CH3:3])[CH3:2])[N:5]=1)[CH:22]=[C:21]2[OH:23]. Reported procedure: The title product 52 was prepared (58%) from 2′-[[(4-isopropylthiazole-2-yl)(oxo)-methyl]amino]-3′-chloro-4′-methoxyacetophenone (51) following the procedure reported for 4-hydroxy-2-(4-isopropylthiazole-2-yl)-7-methoxy-8-methylquinoline (36): m/z=335 (M+H)+. Reactants: CC(C(=O)OCC)(C)OC1=CC=NN1C1=CC=CC2=CC=CC=C12 (ethyl 2-methyl-2-(1-(naphthalen-1-yl)-1H-pyrazol-5-yloxy)propanoate), [OH-].[Na+] (sodium hydroxide). Reported procedure: A mixture of ethyl 2-methyl-2-(1-(naphthalen-1-yl)-1H-pyrazol-5-yloxy)propanoate (80 mg, 0.25 mmol), aqueous sodium hydroxide solution (10%, 5 mL) and methanol (5 mL) was stirred at reflux for 2 hours. The reaction was then cooled to room temperature and the methanol removed. Water was added, neutralized with 1N HCl and extracted with ethyl acetate. The organic layer was dried over sodium sulfate and concentrated. Purification by preparative thin layer chromatography (95% dichloromethane/5% meth... Run in CO (methanol). Reaction SMILES: [CH3:1][C:2]([O:9][C:10]1[N:14]([C:15]2[C:24]3[C:19](=[CH:20][CH:21]=[CH:22][CH:23]=3)[CH:18]=[CH:17][CH:16]=2)[N:13]=[CH:12][CH:11]=1)([CH3:8])[C:3]([O:5]CC)=[O:4].[OH-].[Na+]>CO>[CH3:8][C:2]([O:9][C:10]1[N:14]([C:15]2[C:24]3[C:19](=[CH:20][CH:21]=[CH:22][CH:23]=3)[CH:18]=[CH:17][CH:16]=2)[N:13]=[CH:12][CH:11]=1)([CH3:1])[C:3]([OH:5])=[O:4] |f:1.2|. The product is CC(C(=O)O)(C)OC1=CC=NN1C1=CC=CC2=CC=CC=C12 (2-Methyl-2-(1-(naphthalen-1-yl)-1H-pyrazol-5-yloxy)propanoic acid). Product: ClC1=CC=C(CN2N=C(C=C(C2=O)C(=O)OC)C2=CC(=C(C=C2)OC)F)C=C1 (2-(4-chlorobenzyl)-6-(3-fluoro-4-methoxyphenyl)-4-methoxycarbonyl-2H-pyridazin-3-one). Yield: 97.6%. Procedure: Following the procedure of Example 1 (6), 6-(3-fluoro-4-methoxyphenyl)-4-methoxycarbonyl-2H-pyridazin-3-one and 4-chlorobenzyl chloride were reacted to yield the title compound as yellow needles (yield: 97.6%). Reactants: FC1=C(C=CC(=C1)F)C=1C=C(C(N(N1)CC(C)C)=O)CO (6-(2,4-difluorophenyl)-4-hydroxymethyl-2-isobutyl-2H-pyridazin-3-one), FC=1C=C(C=CC1OC)C=1C=C(C(NN1)=O)C(=O)OC (6-(3-fluoro-4-methoxyphenyl)-4-methoxycarbonyl-2H-pyridazin-3-one), ClC1=CC=C(CCl)C=C1 (4-chlorobenzyl chloride). RXN SMILES: FC1C=C(F)C=CC=1C1C=C(CO)C(=O)N(CC(C)C)N=1.[F:22][C:23]1[CH:24]=[C:25]([C:31]2[CH:32]=[C:33]([C:38]([O:40][CH3:41])=[O:39])[C:34](=[O:37])[NH:35][N:36]=2)[CH:26]=[CH:27][C:28]=1[O:29][CH3:30].[Cl:42][C:43]1[CH:50]=[CH:49][C:46]([CH2:47]Cl)=[CH:45][CH:44]=1>>[Cl:42][C:43]1[CH:50]=[CH:49][C:46]([CH2:47][N:35]2[C:34](=[O:37])[C:33]([C:38]([O:40][CH3:41])=[O:39])=[CH:32][C:31]([C:25]3[CH:26]=[CH:27][C:28]([O:29][CH3:30])=[C:23]([F:22])[CH:24]=3)=[N:36]2)=[CH:45][CH:44]=1.